This data is from the Open Reaction Database (ORD), a public repository of structured organic reaction records. The task is: describe an organic reaction: reactants, conditions, products, and yield Starting materials: CCCC[N+](CCCC)(CCCC)CCCC, ClCCl, [Na+], [OH-], [OH-], N=C(NO)c1cccc(-n2nc(C(F)(F)F)c3c2C(=O)N(c2ccc(-n4ccccc4=O)cc2)CC3)c1, OO. Yields the product NC(=O)c1cccc(-n2nc(C(F)(F)F)c3c2C(=O)N(c2ccc(-n4ccccc4=O)cc2)CC3)c1. RXN SMILES: [CH2:43]([N+:44]([CH2:45][CH2:46][CH2:47][CH3:48])([CH2:49][CH2:50][CH2:51][CH3:52])[CH2:53][CH2:54][CH2:55][CH3:56])[CH2:57][CH2:58][CH3:59].[Cl:60][CH2:61][Cl:62].[Na+:39].[OH-:38].[OH-:42].[OH:1][NH:2][C:3]([c:4]1[cH:5][c:6](-[n:10]2[n:11][c:12]([C:33]([F:34])([F:35])[F:36])[c:13]3[c:14]2[C:15](=[O:32])[N:16]([c:19]2[cH:20][cH:21][c:22](-[n:25]4[c:26](=[O:31])[cH:27][cH:28][cH:29][cH:30]4)[cH:23][cH:24]2)[CH2:17][CH2:18]3)[cH:7][cH:8][cH:9]1)=[NH:37].[OH:40][OH:41]>>[C:3]([c:4]1[cH:5][c:6](-[n:10]2[n:11][c:12]([C:33]([F:34])([F:35])[F:36])[c:13]3[c:14]2[C:15](=[O:32])[N:16]([c:19]2[cH:20][cH:21][c:22](-[n:25]4[c:26](=[O:31])[cH:27][cH:28][cH:29][cH:30]4)[cH:23][cH:24]2)[CH2:17][CH2:18]3)[cH:7][cH:8][cH:9]1)([NH2:37])=[O:38]. Reactants: [BH4-], CC(C)(C)[Si](C)(C)OCCCN1CCN(CC(=O)c2ccccc2)CC1, CO, [Na+]. The product is CC(C)(C)[Si](C)(C)OCCCN1CCN(CC(O)c2ccccc2)CC1. Reaction SMILES: [BH4-:27].[C:1]([CH3:2])([CH3:3])([CH3:4])[Si:5]([O:6][CH2:7][CH2:8][CH2:9][N:10]1[CH2:11][CH2:12][N:13]([CH2:16][C:17](=[O:18])[c:19]2[cH:20][cH:21][cH:22][cH:23][cH:24]2)[CH2:14][CH2:15]1)([CH3:25])[CH3:26].[CH3:29][OH:30].[Na+:28]>>[C:1]([CH3:2])([CH3:3])([CH3:4])[Si:5]([O:6][CH2:7][CH2:8][CH2:9][N:10]1[CH2:11][CH2:12][N:13]([CH2:16][CH:17]([OH:18])[c:19]2[cH:20][cH:21][cH:22][cH:23][cH:24]2)[CH2:14][CH2:15]1)([CH3:25])[CH3:26]. Reactants: FC=1C(=NC(=NC1)OCC1=CC(=CC=C1)OC)NN (5-fluoro-4-hydrazinyl-2-(3-methoxybenzyloxy)-pyrimidine), S1C(=CC=C1)C=O (thiophene-2-carbaldehyde), Cl (HCl). The reagents and catalysts are CCOCC (Et2O). The solvent is CCO (EtOH). Reaction conditions: temperature 50 celsius, time 90 minute. The product is FC=1C(=NC(=NC1)OCC1=CC(=CC=C1)OC)N/N=C/C=1SC=CC1 ((E)-5-Fluoro-2-(3-methoxybenzyloxy)-4-(2-(thiophen-2-ylmethylene)-hydrazinyl)pyrimidine). Yield: 76.7%. RXN SMILES: [F:1][C:2]1[C:3]([NH:18][NH2:19])=[N:4][C:5]([O:8][CH2:9][C:10]2[CH:15]=[CH:14][CH:13]=[C:12]([O:16][CH3:17])[CH:11]=2)=[N:6][CH:7]=1.[S:20]1[CH:24]=[CH:23][CH:22]=[C:21]1[CH:25]=O.Cl>CCOCC.CCO>[F:1][C:2]1[C:3]([NH:18]/[N:19]=[CH:25]/[C:21]2[S:20][CH:24]=[CH:23][CH:22]=2)=[N:4][C:5]([O:8][CH2:9][C:10]2[CH:15]=[CH:14][CH:13]=[C:12]([O:16][CH3:17])[CH:11]=2)=[N:6][CH:7]=1. Procedure: A 20 mL vial was charged with 5-fluoro-4-hydrazinyl-2-(3-methoxybenzyloxy)-pyrimidine (74.7 mg, 0.283 mmol), EtOH (2 mL), thiophene-2-carbaldehyde (26 μL, 0.284 mmol) and 1 M HCl in Et2O (14 μL, 0.014 mmol) and heated at 50° C. on shaker. After 90 minutes, the reaction was cooled to room temperature concentrated on high vacuum to provide the title compound (77.8 mg, 77%) as a yellow solid: mp 136-139° C.; 1H NMR (300 MHz, DMSO-d6) δ 11.46 (bs, 1H), 8.50 (bs, 1H), 8.16 (d, J=3.6 Hz, 1H), 7.64 (d,... Reactants: O (water), CCOCC (ether), C1(=CC=C(C=C1)SC(C#N)(C)C1=CC(=CC=C1)OC1=CC=CC=C1)C (alpha-(p-tolylthio)-alpha-(m-phenoxyphenyl)propionitrile). The reagents and catalysts are [Zn] (Zinc), S(=O)(=O)([O-])[O-].[Cu+2] (copper sulfate). The solvent is C(C)(=O)O (acetic acid). Product: O(C1=CC=CC=C1)C=1C=C(C=CC1)C(C#N)C (alpha-(m-phenoxyphenyl)propionitrile). The yield is 91.6%. As a reaction SMILES: C1(C)C=CC(S[C:8]([C:12]2[CH:17]=[CH:16][CH:15]=[C:14]([O:18][C:19]3[CH:24]=[CH:23][CH:22]=[CH:21][CH:20]=3)[CH:13]=2)([CH3:11])[C:9]#[N:10])=CC=1.O.CCOCC>C(O)(=O)C.[Zn].S([O-])([O-])(=O)=O.[Cu+2]>[O:18]([C:14]1[CH:13]=[C:12]([CH:8]([CH3:11])[C:9]#[N:10])[CH:17]=[CH:16][CH:15]=1)[C:19]1[CH:20]=[CH:21][CH:22]=[CH:23][CH:24]=1 |f:5.6|. Procedure: 417 mg of alpha-(p-tolylthio)-alpha-(m-phenoxyphenyl)propionitrile was dissolved in 4 ml of acetic acid. Zinc powder (370 mg) and 25 mg of anhydrous copper sulfate were added. The mixture was heated under reflux for 1 hour with stirring. After the cooling, 20 ml of water and 20 ml of ether were added. The insoluble matter was separated by filtration. Sodium carbonate (5 g) was added to the filtrate to neutralize the acetic acid, followed by extraction with ether (15 ml×4 times). The extract was ... Starting materials: [BH4-], ClCCl, COC(=O)c1ccc(C(=O)c2ccc(OC)cc2)cc1, [Na+], O=C(O)C(F)(F)F. Yields the product COC(=O)c1ccc(Cc2ccc(OC)cc2)cc1. As a reaction SMILES: [BH4-:1].[CH2:30]([Cl:31])[Cl:32].[CH3:10][O:11][C:12](=[O:13])[c:14]1[cH:15][cH:16][c:17]([C:18](=[O:19])[c:20]2[cH:21][cH:22][c:23]([O:26][CH3:27])[cH:24][cH:25]2)[cH:28][cH:29]1.[Na+:2].[OH:3][C:4]([C:5]([F:6])([F:7])[F:8])=[O:9]>>[CH3:10][O:11][C:12](=[O:13])[c:14]1[cH:15][cH:16][c:17]([CH2:18][c:20]2[cH:21][cH:22][c:23]([O:26][CH3:27])[cH:24][cH:25]2)[cH:28][cH:29]1. Starting materials: O=C(OC(=O)C(F)(F)C(F)(F)F)C(F)(F)C(F)(F)F, N#N, NCCCC(N)C(=O)O, O=C1CN=CO1, O=c1[nH]cco1. Product: O=C(O)C(F)(F)C(F)(F)F. RXN SMILES: [F:1][C:2]([C:3]([C:4](=[O:5])[O:6][C:7](=[O:8])[C:9]([F:10])([F:11])[C:12]([F:13])([F:14])[F:15])([F:16])[F:17])([F:18])[F:19].[N:20]#[N:21].[NH2:28][CH:29]([C:30]([OH:31])=[O:32])[CH2:33][CH2:34][CH2:35][NH2:36].[O:22]1[C:23](=[O:24])[CH2:25][N:26]=[CH:27]1.[o:37]1[cH:38][cH:39][nH:40][c:41]1=[O:42]>>[F:1][C:2]([C:3]([C:4](=[O:5])[OH:6])([F:16])[F:17])([F:18])[F:19]. Starting materials: C1(=CC=C(C=C1)CC(C(=O)O)NC(=O)C=1C=NN(C1C(F)(F)F)C1=CC=C(C=C1)F)C1=CC=CC=C1 (3-Biphenyl-4-yl-2-{[1-(4-fluoro-phenyl)-5-trifluoromethyl-1H-pyrazole-4-carbonyl]-amino}-propionic acid), COC(C(CC1=CC=C(C=C1)C1=CC=CC=C1)NC(=O)C=1C=NN(C1C(F)(F)F)C1=CC=C(C=C1)F)=O (3-biphenyl-4-yl-2-{[1-(4-fluoro-phenyl)-5-trifluoromethyl-1H-pyrazole-4-carbonyl]-amino}-propionic acid methyl ester), [Li+].[OH-] (LiOH). Solvent: C1CCOC1 (THF). Product: FC1=CC=C(C=C1)N1N=CC(=C1C(F)(F)F)C(=O)N[C@H](C(=O)O)CC1=CC=C(C=C1)C1=CC=C(C=C1)C(F)(F)F ((2S)-{[1-(4-Fluoro-phenyl)-5-trifluoromethyl-1H-pyrazole-4-carbonyl]-amino}-3-(4′-trifluoromethyl-biphenyl-4-yl)-propionic acid). The yield is 85.0%. RXN SMILES: C[O:2][C:3](=[O:37])[CH:4]([NH:18][C:19]([C:21]1[CH:22]=[N:23][N:24]([C:30]2[CH:35]=[CH:34][C:33]([F:36])=[CH:32][CH:31]=2)[C:25]=1[C:26]([F:29])([F:28])[F:27])=[O:20])[CH2:5][C:6]1[CH:11]=[CH:10][C:9]([C:12]2[CH:17]=[CH:16][CH:15]=[CH:14][CH:13]=2)=[CH:8][CH:7]=1.[Li+].[OH-].C1(C2C=CC=CC=2)C=CC(CC(NC(C2C=NN(C3C=CC(F)=CC=3)C=2[C:59]([F:62])([F:61])[F:60])=O)C(O)=O)=CC=1>C1COCC1>[F:36][C:33]1[CH:34]=[CH:35][C:30]([N:24]2[C:25]([C:26]([F:27])([F:29])[F:28])=[C:21]([C:19]([NH:18][C@@H:4]([CH2:5][C:6]3[CH:7]=[CH:8][C:9]([C:12]4[CH:13]=[CH:14][C:15]([C:59]([F:62])([F:61])[F:60])=[CH:16][CH:17]=4)=[CH:10][CH:11]=3)[C:3]([OH:2])=[O:37])=[O:20])[CH:22]=[N:23]2)=[CH:31][CH:32]=1 |f:1.2|. Procedure details: A solution of 1-(4-fluoro-phenyl)-5-trifluoromethyl-1H-pyrazole-4-carboxylic acid (0.200 g, 0.731 mmol, prepared in example 635) in DMF (4.0 mL) was reacted with 2-L-amino-3-biphenyl-4-yl-propionic acid methyl ester hydrochloride (0.213 g, 0.731 mmol), HBTU (0.277 g, 0.731 mmol), and DIEA (0.450 mL, 2.566 mmol) as described in general procedure A. The crude compound was purified by flash column chromatography on silica gel using CHCl3 (+10% hexane) to give 0.150 g (41%) of 3-biphenyl-4-yl-2-{[1-... The reactants are C(C1=CC=CC=C1)(=O)Cl (benzoyl chloride), CC=1NC=CN1 (2-methylimidazole). The solvent is O1CCCC1 (tetrahydrofuran), O1CCCC1 (tetrahydrofuran). Reaction conditions: temperature 40 celsius, time 10 minute. Yields the product C(C1=CC=CC=C1)(=O)N1C(=NC=C1)C (N-benzoyl-2-methylimidazole). As a reaction SMILES: [CH3:1][C:2]1[NH:3][CH:4]=[CH:5][N:6]=1.[C:7](Cl)(=[O:14])[C:8]1[CH:13]=[CH:12][CH:11]=[CH:10][CH:9]=1>O1CCCC1>[C:7]([N:3]1[CH:4]=[CH:5][N:6]=[C:2]1[CH3:1])(=[O:14])[C:8]1[CH:13]=[CH:12][CH:11]=[CH:10][CH:9]=1. Procedure details: 8.2 g (0.1 mol) of 2-methylimidazole (a pale yellow solid, 99% pure, m.p. 143°-144° C.) and 50 ml of tetrahydrofuran are placed in a flask. Over a 20 minute period, there is added gradually, with stirring, a solution of 7.0 g (0.05 mol) of benzoyl chloride in 25 ml of tetrahydrofuran. During this period the temperature of the contents of the flask, initially room temperature, rises owing to the exothermic reaction; the temperature of the contents of the flask is maintained at 40° C. by cooling. ... Starting materials: CO, O=C[O-], O=[N+]([O-])c1ccc2nc3n(c2c1)CCN3, [NH4+]. The product is Nc1ccc2nc3n(c2c1)CCN3. RXN SMILES: [CH3:20][OH:21].[CH:16]([O-:17])=[O:18].[N+:1]([O-:2])(=[O:3])[c:4]1[cH:5][cH:6][c:7]2[c:8]([n:9]3[c:10]([n:11]2)[NH:12][CH2:13][CH2:14]3)[cH:15]1.[NH4+:19]>>[NH2:1][c:4]1[cH:5][cH:6][c:7]2[c:8]([n:9]3[c:10]([n:11]2)[NH:12][CH2:13][CH2:14]3)[cH:15]1.